Task: describe an organic reaction: reactants, conditions, products, and yield. Dataset: the Open Reaction Database (ORD), a public repository of structured organic reaction records Reaction SMILES: [CH2:1]([OH:8])[C:2]([NH2:7])([CH2:5][OH:6])[CH2:3][OH:4].[P:9](=[O:13])([OH:12])([OH:11])[OH:10]>O>[CH2:1]([OH:8])[C:2]([NH2:7])([CH2:5][OH:6])[CH2:3][OH:4].[OH:11][P:9]([OH:13])([OH:12])=[O:10] |f:3.4|. Yields the product C(C(CO)(CO)N)O.OP(=O)(O)O (tris phosphate). Solvent: O (water), O (water). Procedure details: A sample of well agitated fermentation mixture (5.0 ml) is centrifuged for five minutes at 17,000 rpm in a centrifuge tube, the supernate decanted and discarded, and the pellet resuspended in 4.9 ml of 0.1M tris phosphate buffer. The tris phosphate buffer is prepared by dissolving 12.1 grams of Sigma Chem. Co. T-1503 Trizma base in 800 ml of deionized water, adjusting the pH at 25° C. to 7.5 with phosphoric acid and diluting with deionized water to a final volume of 1000 ml. The reactants are mixture, C(C(CO)(CO)N)O (Trizma base), P(O)(O)(O)=O (phosphoric acid). Reactants: [O-]CC.[Na+] (sodium ethoxide), [Na] (sodium), ClC=1C=C(OC(C=O)=CN(C)C)C=CC1Cl (2-(3,4-dichlorophenoxy)-3-dimethylamino-propenal), NC(=O)N (urea). Solvent: C(C)O (ethanol), O (Water), C(C)(=O)O (acetic acid). Run at temperature 60 celsius, time 2 hour. Yields the product ClC=1C=C(OC=2C=NC(=NC2)O)C=CC1Cl (5-(3,4-Dichloro-phenoxy)-pyrimidin-2-ol). The yield is 17.3%. As a reaction SMILES: [O-]CC.[Na+].[Na].[Cl:6][C:7]1[CH:8]=[C:9]([CH:18]=[CH:19][C:20]=1[Cl:21])[O:10][C:11](=[CH:14]N(C)C)[CH:12]=O.[NH2:22][C:23]([NH2:25])=[O:24]>C(O)C.C(O)(=O)C.O>[Cl:6][C:7]1[CH:8]=[C:9]([CH:18]=[CH:19][C:20]=1[Cl:21])[O:10][C:11]1[CH:14]=[N:22][C:23]([OH:24])=[N:25][CH:12]=1 |f:0.1,^1:4|. Procedure: A solution of sodium ethoxide, prepared from sodium (0.95 g, 41.4 mmol), 2-(3,4-dichlorophenoxy)-3-dimethylamino-propenal (5.38 g, 20.7 mmol) and urea (2.48 g, 41.4 mmol) in ethanol (25 ml) was heated at 60° C. for 4 hours. Water (1 ml) was added and heating was continued for an additional 2 hours. The solution was cooled to room temperature and neutralised with glacial acetic acid. Most of the solvent was removed by evaporation in vacuo. Water was added and the precipitate was isolated by sucti...